From a dataset of the Open Reaction Database (ORD), a public repository of structured organic reaction records. describe an organic reaction: reactants, conditions, products, and yield The reactants are S(=O)(Cl)Cl (Thionyl chloride), BrC1(CC=CC=C1)N1C=NC2=C1C=CC(=C2)C(=O)O (1-bromophenyl-1H-benzimidazole-5-carboxylic acid), CO (MeOH). Yields the product COC(=O)C1=CC2=C(N(C=N2)C2(CC=CC=C2)Br)C=C1 (1-bromophenyl-1H-benzimidazole-5-carboxylic acid methyl ester). RXN SMILES: S(Cl)(Cl)=O.[Br:5][C:6]1([N:12]2[C:16]3[CH:17]=[CH:18][C:19]([C:21]([OH:23])=[O:22])=[CH:20][C:15]=3[N:14]=[CH:13]2)[CH:11]=[CH:10][CH:9]=[CH:8][CH2:7]1.[CH3:24]O>>[CH3:24][O:22][C:21]([C:19]1[CH:18]=[CH:17][C:16]2[N:12]([C:6]3([Br:5])[CH:7]=[CH:8][CH:9]=[CH:10][CH2:11]3)[CH:13]=[N:14][C:15]=2[CH:20]=1)=[O:23]. Reported procedure: Thionyl chloride (10 mL, 0.137 mol) was added dropwise to a stirred suspension of the 1-bromophenyl-1H-benzimidazole-5-carboxylic acid (20 g, 0.063 mol) in MeOH (200 mL) at 0-5° C. The reaction was stirred at reflux for 18 h and then concentrated under reduced pressure. The solid residue was triturated with cold water, basified with aqueous ammonium hydroxide solution and extracted with DCM. The extract was washed with water, aqueous brine solution, dried over MgSO4 and concentrated in vacuo to ... Starting materials: ClC1=CC=C(C=2C(C3=CC=CC=C3C(C12)=O)=O)C (1-Chloro-4-methyl-9,10-dihydro-9,10-anthracenedione), O.NN (hydrazine monohydrate). The solvent is N1=CC=CC=C1 (pyridine). Reaction conditions: temperature 90 celsius, time 8 hour. The product is CC=1C=CC=2NN=C3C4=C(C(C1C23)=O)C=CC=C4 (5-Methyl-2,6-dihydrodibenzo[cd,g]indazol-6-one). RXN SMILES: Cl[C:2]1[C:15]2[C:14](=O)[C:13]3[C:8](=[CH:9][CH:10]=[CH:11][CH:12]=3)[C:7](=[O:17])[C:6]=2[C:5]([CH3:18])=[CH:4][CH:3]=1.O.[NH2:20][NH2:21]>N1C=CC=CC=1>[CH3:18][C:5]1[CH:4]=[CH:3][C:2]2[NH:20][N:21]=[C:14]3[C:15]=2[C:6]=1[C:7](=[O:17])[C:8]1[CH:9]=[CH:10][CH:11]=[CH:12][C:13]3=1 |f:1.2|. Procedure: To a solution of 32.3 g of 1-chloro-4-methyl-9,10-dihydro-9,10-anthracenedione prepared in Example 25-a in 150 ml pyridine was added 15 ml of hydrazine monohydrate [CAS No. 7803-57-8], followed by stirring at 90° C. overnight. After removing the solvent, to the resulting residue was added 65 ml of ethanol to give crystals. The crystals were collected by filtration, sequentially washed with moisture ethanol and ethanol, and dried in vacuo, to give 26.6 g of the title compound as ocher yellow need... The reactants are FC1=CC=2C=3C(=CNC2C=C1)C(N(N3)C3=CC=CC=C3)=O (8-Fluoro-2-phenyl-2,5-dihydro-pyrazolo-[4,3-c]quinolin-3-one), C(C)OC(=O)C=1C=NC2=CC(=C(C=C2C1Cl)F)Cl (ethyl-4,7-dichloro-6-fluoro-quinoline-3-carboxylate). The product is ClC=1C(=CC=2C=3C(=CNC2C1)C(N(N3)C3=CC=CC=C3)=O)F (7-Chloro-8-fluoro-2-phenyl-2,5-dihydro-pyrazolo-[4,3-c]quinolin-3-one). Reaction SMILES: [F:1][C:2]1[CH:11]=[CH:10][C:9]2[NH:8][CH:7]=[C:6]3[C:12](=[O:21])[N:13]([C:15]4[CH:20]=[CH:19][CH:18]=[CH:17][CH:16]=4)[N:14]=[C:5]3[C:4]=2[CH:3]=1.C(OC(C1C=NC2C(C=1[Cl:37])=CC(F)=C(Cl)C=2)=O)C>>[Cl:37][C:11]1[C:2]([F:1])=[CH:3][C:4]2[C:5]3[C:6]([C:12](=[O:21])[N:13]([C:15]4[CH:20]=[CH:19][CH:18]=[CH:17][CH:16]=4)[N:14]=3)=[CH:7][NH:8][C:9]=2[CH:10]=1. Procedure: The title compound was prepared following procedure for 23a using ethyl-4,7-dichloro-6-fluoro-quinoline-3-carboxylate. 1H-NMR (DMSO-d6) δ (ppm): 7.20 (1H, t, J=7.41 Hz), 7.48 (3H, m), 8.19 (2H, m), 8.43 (1H, dd, J=8.79, 2.46 Hz), 8.54 (1H, d, J=2.20 Hz), 8.92 (1H, s). m/z 314.7 (MH+). Starting materials: BrC1=C2C=CC(=CC2=CC=C1)C(=O)N1CC(C1)N1CCN(CC1)C(=O)C=1SC=CN1 (1-{1-[(5-Bromonaphthalen-2-yl)carbonyl]azetidin-3-yl}-4-(1,3-thiazol-2-ylcarbonyl)piperazine), compound 12a, C(=O)([O-])[O-].[K+].[K+] (K2CO3). Reagents/catalysts: C1=CC=C(C=C1)P([C-]2C=CC=C2)C3=CC=CC=C3.C1=CC=C(C=C1)P([C-]2C=CC=C2)C3=CC=CC=C3.Cl[Pd]Cl.[Fe+2] (Pd(dppf)Cl2). The solvent is C(Cl)Cl (CH2Cl2), CCO (EtOH), O (H2O), C(Cl)Cl (CH2Cl2). The product is C1(=CC=CC=C1)C1=C2C=CC(=CC2=CC=C1)C(=O)N1CC(C1)N1CCN(CC1)C(=O)C=1SC=CN1 (1-{1-[(5-Phenylnaphthalen-2-yl)carbonyl]azetidin-3-yl}-4-(1,3-thiazol-2-ylcarbonyl)piperazine). Isolated yield 116.0%. As a reaction SMILES: Br[C:2]1[CH:11]=[CH:10][CH:9]=[C:8]2[C:3]=1[CH:4]=[CH:5][C:6]([C:12]([N:14]1[CH2:17][CH:16]([N:18]3[CH2:23][CH2:22][N:21]([C:24]([C:26]4[S:27][CH:28]=[CH:29][N:30]=4)=[O:25])[CH2:20][CH2:19]3)[CH2:15]1)=[O:13])=[CH:7]2.C([O-])([O-])=O.[K+].[K+]>CCO.O.C(Cl)Cl.C1C=CC(P(C2C=CC=CC=2)[C-]2C=CC=C2)=CC=1.C1C=CC(P(C2C=CC=CC=2)[C-]2C=CC=C2)=CC=1.Cl[Pd]Cl.[Fe+2]>[C:2]1([C:2]2[CH:11]=[CH:10][CH:9]=[C:8]3[C:3]=2[CH:4]=[CH:5][C:6]([C:12]([N:14]2[CH2:15][CH:16]([N:18]4[CH2:19][CH2:20][N:21]([C:24]([C:26]5[S:27][CH:28]=[CH:29][N:30]=5)=[O:25])[CH2:22][CH2:23]4)[CH2:17]2)=[O:13])=[CH:7]3)[CH:11]=[CH:10][CH:9]=[CH:8][CH:3]=1 |f:1.2.3,7.8.9.10|. Reported procedure: A mixture of compound 313 (48 mg, 0.1 mmol), compound 12a (24 mg, 0.2 mmol), K2CO3 (27 mg, 0.2 mmol) and Pd(dppf)Cl2.CH2Cl2 (4 mg, 0.005 mmol) in EtOH (1 mL) and H2O (0.2 mL) was heated in a microwave reactor at 130° C. for 30 min. The reaction mixture was cooled to room temperature, diluted with CH2Cl2, and washed with H2O. The organic layer was dried over Na2SO4 and concentrated. Purification by flash column chromatography (silica gel, 3% MeOH/CH2Cl2) gave compound 338 (28 mg). 1H NMR (400 MHz... Reactants: [BH3-]C#N, CC(=O)O, CO, CCOCc1nc2c(N)nc3cc(-c4ccccc4)cnc3c2n1CCCON=C(C)C, [Na+], C1CCOC1. The product is CCOCc1nc2c(N)nc3cc(-c4ccccc4)cnc3c2n1CCCONC(C)C. As a reaction SMILES: [C:33]([BH3-:34])#[N:35].[CH3:42][C:43](=[O:44])[OH:45].[CH3:46][OH:47].[NH2:1][c:2]1[n:3][c:4]2[cH:5][c:6](-[c:27]3[cH:28][cH:29][cH:30][cH:31][cH:32]3)[cH:7][n:8][c:9]2[c:10]2[c:11]1[n:12][c:13]([CH2:23][O:24][CH2:25][CH3:26])[n:14]2[CH2:15][CH2:16][CH2:17][O:18][N:19]=[C:20]([CH3:21])[CH3:22].[Na+:36].[O:37]1[CH2:38][CH2:39][CH2:40][CH2:41]1>>[NH2:1][c:2]1[n:3][c:4]2[cH:5][c:6](-[c:27]3[cH:28][cH:29][cH:30][cH:31][cH:32]3)[cH:7][n:8][c:9]2[c:10]2[c:11]1[n:12][c:13]([CH2:23][O:24][CH2:25][CH3:26])[n:14]2[CH2:15][CH2:16][CH2:17][O:18][NH:19][CH:20]([CH3:21])[CH3:22]. Starting materials: C1CC(=O)N(C1=O)Br (NBS), O1C(NC2=NC=CC=C21)=O (oxazolo[4,5-b]pyridin-2(3H)-one), O (water). The solvent is CN(C)C=O (DMF), CN(C)C=O (DMF). Conditions: time 8 hour. Product: BrC=1C=C2C(=NC1)NC(O2)=O (6-bromo-oxazolo[4,5-b]pyridin-2(3H)-one). Reaction SMILES: [O:1]1[C:9]2[C:4](=[N:5][CH:6]=[CH:7][CH:8]=2)[NH:3][C:2]1=[O:10].C1C(=O)N([Br:18])C(=O)C1.O>CN(C=O)C>[Br:18][C:7]1[CH:8]=[C:9]2[O:1][C:2](=[O:10])[NH:3][C:4]2=[N:5][CH:6]=1. Procedure: To a solution of 5.07 g oxazolo[4,5-b]pyridin-2(3H)-one dissolved in 85 ml of DMF under nitrogen is added 7.46 g NBS in 50 ml of DMF. This is allowed to stir at room temperature overnight. To this is added 35 ml of water and chilled. The solid material which separates is filtered and washed with 3×100 ml H2O. This is then dried in a vac oven at 70° C. and then used directly in the next step. Procedure: The general synthetic pathway outlined in example 89, step 5, and example 91 have been applied to proper starting material in the preparation of dimethyl 3-(4-benzyloxyphenyl)-5-(tert-butyldimethylsilanyloxymethyl)pyrrolo[2,1,5-cd]indolizine-1,2-dicarboxylate. Dimethyl 3-(4-benzyloxyphenyl)-5-(tert-butyldimethylsilanyloxymethyl)pyrrolo[2,1,5-cd]indolizine-1,2-dicarboxylate (4.5 g, 7.7 mmol) was dissolved in 100 ml of methanol and 4 drops of sulfuric acid. The mixture was refluxed for 2 minutes, ... Reagents/catalysts: S(O)(O)(=O)=O (sulfuric acid). Run in CO (methanol). Reaction SMILES: [CH2:1]([O:8][C:9]1[CH:14]=[CH:13][C:12]([C:15]2[C:19]3=[C:20]([C:39]([O:41][CH3:42])=[O:40])[C:21]([C:35]([O:37][CH3:38])=[O:36])=[C:22]4[CH:23]=[CH:24][C:25]([CH2:26][O:27][Si](C(C)(C)C)(C)C)=[C:17]([N:18]34)[CH:16]=2)=[CH:11][CH:10]=1)[C:2]1[CH:7]=[CH:6][CH:5]=[CH:4][CH:3]=1>CO.S(=O)(=O)(O)O>[CH2:1]([O:8][C:9]1[CH:10]=[CH:11][C:12]([C:15]2[C:19]3=[C:20]([C:39]([O:41][CH3:42])=[O:40])[C:21]([C:35]([O:37][CH3:38])=[O:36])=[C:22]4[CH:23]=[CH:24][C:25]([CH2:26][OH:27])=[C:17]([N:18]34)[CH:16]=2)=[CH:13][CH:14]=1)[C:2]1[CH:3]=[CH:4][CH:5]=[CH:6][CH:7]=1. Reactants: C(C1=CC=CC=C1)OC1=CC=C(C=C1)C1=CC=2N3C1=C(C(=C3C=CC2CO[Si](C)(C)C(C)(C)C)C(=O)OC)C(=O)OC (dimethyl 3-(4-benzyloxyphenyl)-5-(tert-butyldimethylsilanyloxymethyl)pyrrolo[2,1,5-cd]indolizine-1,2-dicarboxylate), C(C1=CC=CC=C1)OC1=CC=C(C=C1)C1=CC=2N3C1=C(C(=C3C=CC2CO[Si](C)(C)C(C)(C)C)C(=O)OC)C(=O)OC (Dimethyl 3-(4-benzyloxyphenyl)-5-(tert-butyldimethylsilanyloxymethyl)pyrrolo[2,1,5-cd]indolizine-1,2-dicarboxylate). The yield is 89.0%. The product is C(C1=CC=CC=C1)OC1=CC=C(C=C1)C1=CC=2N3C1=C(C(=C3C=CC2CO)C(=O)OC)C(=O)OC (dimethyl 3-(4benzyloxyphenyl)-5-hydroxymethylpyrrolo[2,1,5-cd]indolizine-1,2-dicarboxylate). Reactants: [OH-].[K+] (potassium hydroxide), C(C1=CC=CC=C1)(=O)OC1CC(N(C(C1)(C)C)OCCCCCCCC)(C)C (4-benzoyloxy-1-octyloxy-2,2,6,6-tetramethylpiperidine). The solvent is C(C)O (ethanol). Yields the product OC1CC(N(C(C1)(C)C)OC(CCCCCCC)ON1C(CC(CC1(C)C)O)(C)C)(C)C (Bis(4-hydroxy-2,2,6,6-tetramethylpiperidin-1-yloxy)octane). RXN SMILES: [OH-:1].[K+].C([O:11][CH:12]1[CH2:17][C:16]([CH3:19])([CH3:18])[N:15]([O:20][CH2:21][CH2:22][CH2:23][CH2:24][CH2:25][CH2:26][CH2:27][CH3:28])[C:14]([CH3:30])([CH3:29])[CH2:13]1)(=O)C1C=CC=CC=1>C(O)C>[OH:1][CH:12]1[CH2:17][C:16]([CH3:18])([CH3:19])[N:15]([O:20][CH:21]([O:20][N:15]2[C:14]([CH3:29])([CH3:30])[CH2:13][CH:12]([OH:11])[CH2:17][C:16]2([CH3:18])[CH3:19])[CH2:22][CH2:23][CH2:24][CH2:25][CH2:26][CH2:27][CH3:28])[C:14]([CH3:30])([CH3:29])[CH2:13]1 |f:0.1|. Procedure: The title compound is prepared by basic hydrolysis (potassium hydroxide in ethanol) of the compound prepared in Example 3. The reactants are [Cl-].C[SiH](C)C (trimethylsilane chloride), ClC1=NC=NC(=C1)Cl (4,6-dichloropyrimidine), tetrakistriphenylphosphine palladium, O (water), BrC(C)C1=CC(=CC=C1)F (1-(1-bromoethyl)-3-fluorobenzene), solution M, solution M. The reagents and catalysts are [Zn] (zinc), BrC(C)Br (dibromoethane). The solvent is O1CCCC1 (tetrahydrofuran), O1CCCC1 (tetrahydrofuran), O1CCCC1 (tetrahydrofuran). Run at time 20 minute. Yields the product ClC1=NC=NC(=C1)C(C)C1=CC(=CC=C1)F (4-chloro-6-(1-(3-fluorophenyl)ethyl)pyrimidine). Isolated yield 18.4%. Reaction SMILES: [Cl-].C[SiH](C)C.Br[CH:7]([C:9]1[CH:14]=[CH:13][CH:12]=[C:11]([F:15])[CH:10]=1)[CH3:8].[Cl:16][C:17]1[CH:22]=[C:21](Cl)[N:20]=[CH:19][N:18]=1.O>O1CCCC1.BrC(Br)C.[Zn]>[Cl:16][C:17]1[CH:22]=[C:21]([CH:7]([C:9]2[CH:14]=[CH:13][CH:12]=[C:11]([F:15])[CH:10]=2)[CH3:8])[N:20]=[CH:19][N:18]=1 |f:0.1|. Reported procedure: In 10 ml of tetrahydrofuran was suspended 1.3 g of zinc (powder), to which dibromoethane (2 drops) was added. The mixture was heated under reflux for 5 minutes, to which trimethylsilane chloride was added. The mixture was further heated under reflux for 5 minutes, to which a solution of 2.0 g of 1-(1-bromoethyl)-3-fluorobenzene dissolved in 20 ml of tetrahydrofuran was slowly added with heating under reflux, followed by stirring for 20 minutes. (The solution thus obtained is referred to as solut...